This data is from the Open Reaction Database (ORD), a public repository of structured organic reaction records. The task is: describe an organic reaction: reactants, conditions, products, and yield The reactants are C1(CCCC1)NC=1C=C(C=C2C=C(NC12)C1=CC=C(C=C1)N)Cl (Cyclopentyl-[2-(4-aminophenyl)-5-chloro-1H-indol-7-yl]-amine), CS(=O)(=O)Cl (methanesulfonylchloride). Product: ClC=1C=C2C=C(NC2=C(C1)NC1CCCC1)C1=CC=C(C=C1)NS(=O)(=O)C (N-[4-(5-chloro-7-cyclopentylamino-1H-indol-2-yl)-phenyl]methanesulfonamide). Reaction SMILES: [CH:1]1([NH:6][C:7]2[CH:8]=[C:9]([Cl:23])[CH:10]=[C:11]3[C:15]=2[NH:14][C:13]([C:16]2[CH:21]=[CH:20][C:19]([NH2:22])=[CH:18][CH:17]=2)=[CH:12]3)[CH2:5][CH2:4][CH2:3][CH2:2]1.[CH3:24][S:25](Cl)(=[O:27])=[O:26]>>[Cl:23][C:9]1[CH:10]=[C:11]2[C:15](=[C:7]([NH:6][CH:1]3[CH2:5][CH2:4][CH2:3][CH2:2]3)[CH:8]=1)[NH:14][C:13]([C:16]1[CH:17]=[CH:18][C:19]([NH:22][S:25]([CH3:24])(=[O:27])=[O:26])=[CH:20][CH:21]=1)=[CH:12]2. Reported procedure: Cyclopentyl-[2-(4-aminophenyl)-5-chloro-1H-indol-7-yl]amine prepared in Example 82 and methanesulfonylchloride were reacted according to the same procedure as Example 22 to give the title compound. The reactants are OC1=CC(OC2=CC=CC=C12)=O (4-hydroxycoumarin), FC(C1=C(C=CC=C1)N=C=O)(F)F (2-trifluoromethylphenylisocyanate). The solvent is C(C)N(CC)CC (triethylamine). Yields the product OC1=C(C(OC2=CC=CC=C12)=O)C(NC1=C(C=CC=C1)C(F)(F)F)=O (4-Hydroxy-3-(2'-trifluoromethylphenylcarbamoyl)coumarin). As a reaction SMILES: [OH:1][C:2]1[C:11]2[C:6](=[CH:7][CH:8]=[CH:9][CH:10]=2)[O:5][C:4](=[O:12])[CH:3]=1.[F:13][C:14]([F:25])([F:24])[C:15]1[CH:20]=[CH:19][CH:18]=[CH:17][C:16]=1[N:21]=[C:22]=[O:23]>C(N(CC)CC)C>[OH:1][C:2]1[C:11]2[C:6](=[CH:7][CH:8]=[CH:9][CH:10]=2)[O:5][C:4](=[O:12])[C:3]=1[C:22](=[O:23])[NH:21][C:16]1[CH:17]=[CH:18][CH:19]=[CH:20][C:15]=1[C:14]([F:13])([F:25])[F:24]. Reported procedure: According to the procedure of example 17, 4-hydroxycoumarin (2.00 g. 12.8 mmol) and 2-trifluoromethylphenylisocyanate(1.93 ml, 12.8 mmol) were reacted in the presence of triethylamine (0.05 ml) to generate the title compound as an off-white solid, mp 157°-159°]C., (2.2 g, 6.30 mmol, 49.3%). Analysis: Calculated for C17H10NO4F3 : C, 58.45; H, 2.86; N, 4.01. Found: C, 58.47; H, 3.04; N, 4.02. 1H NMR (CDCl3): 8.06 (d, J=7.8 Hz, 2H), 7.70 (d, J=8.8 Hz, 2H), 7.62 (t, J=7.8 Hz, 1H), 7.38 (m, 3H). Reactants: [N+](=O)([O-])C1=C(C=NC=C1)NC=1C=C(C=CC1)O (3-[(4-nitro-3-pyridinyl)amino]phenol), N-oxide. Run in C(C)O (ethanol). Reaction conditions: time 5 hour. Product: NC1=C(C=NC=C1)NC=1C=C(C=CC1)O (3-[(4-Amino-3-pyridinyl)amino]phenol). As a reaction SMILES: [N+:1]([C:4]1[CH:9]=[CH:8][N:7]=[CH:6][C:5]=1[NH:10][C:11]1[CH:12]=[C:13]([OH:17])[CH:14]=[CH:15][CH:16]=1)([O-])=O>C(O)C>[NH2:1][C:4]1[CH:9]=[CH:8][N:7]=[CH:6][C:5]=1[NH:10][C:11]1[CH:12]=[C:13]([OH:17])[CH:14]=[CH:15][CH:16]=1. Procedure details: A suspension of 3-[(4-nitro-3-pyridinyl)amino]phenol, N-oxide (6.2 g) in 250 ml ethanol containing 0.6 g platinum oxide was hydrogenated at 60 psi (pounds per square inch) for five hours and thereafter filtered through Celite and concentrated to 5 g oil. This was purified by flash chromatography (silica, 25% methanol in dichloromethane) to give 4.5 g solid. This was recrystallized from acetonitrile to give 3.9 g crystals, mp 174°-176°. This solid was recrystallized from acetonitrile to yield 3.2... The reactants are [Li]CCCC, CCN(CC)c1cnn2ccccc12, C1CCOC1, ICCI. The product is CCN(CC)c1cnn2c(I)cccc12. RXN SMILES: [CH2:15]([Li:16])[CH2:17][CH2:18][CH3:19].[CH2:1]([CH3:2])[N:3]([c:4]1[cH:5][n:6][n:7]2[c:8]1[cH:9][cH:10][cH:11][cH:12]2)[CH2:13][CH3:14].[CH2:24]1[O:25][CH2:26][CH2:27][CH2:28]1.[I:20][CH2:21][CH2:22][I:23]>>[CH2:1]([CH3:2])[N:3]([c:4]1[cH:5][n:6][n:7]2[c:8]1[cH:9][cH:10][cH:11][c:12]2[I:20])[CH2:13][CH3:14].